Dataset: the Open Reaction Database (ORD), a public repository of structured organic reaction records. Task: describe an organic reaction: reactants, conditions, products, and yield Reactants: C(C)(C)N(C(C)C)CC (N,N-diisopropylethyl amine), C(=O)OC1=CC=C(C=C1)[N+](=O)[O-] (p-nitrophenyl formate), Cl.C(#N)C1(CC1)NC(=O)[C@H]1NC[C@@H](C1)S(=O)(=O)C1=C(C=CC=C1)Cl ((2S,4R)-4-(2-chloro-benzenesulfonyl)-pyrrolidine-2-carboxylic acid (1-cyano-cyclopropyl)-amide hydrochloride). Run in C(C)#N (acetonitrile). Conditions: time 2 hour. The product is C(#N)C1(CC1)NC(=O)[C@H]1N(C[C@@H](C1)S(=O)(=O)C1=C(C=CC=C1)Cl)C=O ((2S,4R)-4-(2-chloro-benzenesulfonyl)-1-formyl-pyrrolidine-2-carboxylic acid (1-cyano-cyclopropyl)-amide). RXN SMILES: Cl.[C:2]([C:4]1([NH:7][C:8]([C@@H:10]2[CH2:14][C@@H:13]([S:15]([C:18]3[CH:23]=[CH:22][CH:21]=[CH:20][C:19]=3[Cl:24])(=[O:17])=[O:16])[CH2:12][NH:11]2)=[O:9])[CH2:6][CH2:5]1)#[N:3].C(N(CC)C(C)C)(C)C.[CH:34](OC1C=CC([N+]([O-])=O)=CC=1)=[O:35]>C(#N)C>[C:2]([C:4]1([NH:7][C:8]([C@@H:10]2[CH2:14][C@@H:13]([S:15]([C:18]3[CH:23]=[CH:22][CH:21]=[CH:20][C:19]=3[Cl:24])(=[O:17])=[O:16])[CH2:12][N:11]2[CH:34]=[O:35])=[O:9])[CH2:6][CH2:5]1)#[N:3] |f:0.1|. Procedure: To as solution of (2S,4R)-4-(2-chloro-benzenesulfonyl)-pyrrolidine-2-carboxylic acid (1-cyano-cyclopropyl)-amide hydrochloride (0.12 mmole) from experiment K4 in acetonitrile (1.0 ml) was added at 22° C. N,N-diisopropylethyl amine (0.38 mmole) and p-nitrophenyl formate (0.14 mmole) and stirring was continued for 2 h. The mixture was evaporated, the residue partitioned between ethyl acetate and aqueous sodium carbonate, the organic layer was washed with water, dried and evaporated. The residue wa... Reactants: CN(C=O)C (Dimethylformamide), BrCC1(CC=2C(=C3C=C(C(NC3=C(C2)C)=O)CC)O1)C (2-bromomethyl-8-ethyl-2,5-dimethyl-2,3,6,7-tetrahydrofuro[2,3-f]quinoline-7-one), [N-]=[N+]=[N-].[Na+] (sodium azide). Run in C(Cl)(Cl)Cl.CCCCCC (chloroform n-hexane). Product: N(=[N+]=[N-])CC1(CC=2C(=C3C=C(C(NC3=C(C2)C)=O)CC)O1)C (2-Azidomethyl-8-ethyl-2,5-dimethyl-2,3,6,7-tetrahydrofuro[2,3-f]quinoline-7-one). Yield: 90.5%. RXN SMILES: CN(C)C=O.Br[CH2:7][C:8]1([CH3:25])[O:24][C:11]2=[C:12]3[C:17](=[C:18]([CH3:20])[CH:19]=[C:10]2[CH2:9]1)[NH:16][C:15](=[O:21])[C:14]([CH2:22][CH3:23])=[CH:13]3.[N-:26]=[N+:27]=[N-:28].[Na+]>C(Cl)(Cl)Cl.CCCCCC>[N:26]([CH2:7][C:8]1([CH3:25])[O:24][C:11]2=[C:12]3[C:17](=[C:18]([CH3:20])[CH:19]=[C:10]2[CH2:9]1)[NH:16][C:15](=[O:21])[C:14]([CH2:22][CH3:23])=[CH:13]3)=[N+:27]=[N-:28] |f:2.3,4.5|. Procedure: Dimethylformamide (21 ml) was added to a mixture of 2-bromomethyl-8-ethyl-2,5-dimethyl-2,3,6,7-tetrahydrofuro[2,3-f]quinoline-7-one (920 mg, 2.74 mmol) and sodium azide (1.30 g, 19.9 mmol). The procedure of Example 278 was followed (reaction, post-treatment, and recrystallization from chloroform-n-hexane) to obtain 740 mg of the title compound as colorless needles (80.9%). Reactants: C1(=CC=CC=C1)C1NCCC1 (2-Phenyl-pyrrolidine), ClC1=CC=C(C=C1)N(S(=O)(=O)C1=CC(=CC=C1)OC)CC(=O)O ([(4-chlorophenyl)-(3-methoxy-benzenesulfonyl)-amino]-acetic acid), CCN(C(C)C)C(C)C (DIPEA), CCN=C=NCCCN(C)C (EDCI), C=1C=CC2=C(C1)N=NN2O (HOBT). The solvent is ClCCl (dichloromethane), ClCCl (dichloromethane). Reaction conditions: temperature 25 celsius, time 30 minute. The product is ClC1=CC=C(C=C1)N(S(=O)(=O)C1=CC(=CC=C1)OC)CC(N1C(CCC1)C1=CC=CC=C1)=O (N-(4-Chloro-phenyl)-3-methoxy-N-[2-oxo-2-(2-phenyl-pyrrolidin-1-yl)-ethyl]-benzene sulfonamide). As a reaction SMILES: [Cl:1][C:2]1[CH:7]=[CH:6][C:5]([N:8]([CH2:20][C:21](O)=[O:22])[S:9]([C:12]2[CH:17]=[CH:16][CH:15]=[C:14]([O:18][CH3:19])[CH:13]=2)(=[O:11])=[O:10])=[CH:4][CH:3]=1.CCN=C=NCCCN(C)C.C1C=CC2N(O)N=NC=2C=1.CCN(C(C)C)C(C)C.[C:54]1([CH:60]2[CH2:64][CH2:63][CH2:62][NH:61]2)[CH:59]=[CH:58][CH:57]=[CH:56][CH:55]=1>ClCCl>[Cl:1][C:2]1[CH:3]=[CH:4][C:5]([N:8]([CH2:20][C:21](=[O:22])[N:61]2[CH2:62][CH2:63][CH2:64][CH:60]2[C:54]2[CH:59]=[CH:58][CH:57]=[CH:56][CH:55]=2)[S:9]([C:12]2[CH:17]=[CH:16][CH:15]=[C:14]([O:18][CH3:19])[CH:13]=2)(=[O:10])=[O:11])=[CH:6][CH:7]=1. Reported procedure: To a solution of [(4-chlorophenyl)-(3-methoxy-benzenesulfonyl)-amino]-acetic acid (250 mg, 0.7 mmol) in dry dichloromethane (20 mL) were sequentially added EDCI (202 mg, 1.05 mmol), HOBT (142.4 mg, 1.05 mmol), and DIPEA (0.23 mL, 1.40 mmol). The reaction mixture was allowed to stir for 30 minutes under nitrogen at 25° C. 2-Phenyl-pyrrolidine (104 mg, 0.7 mmol) was added and the mixture was stirred at 25° C. for 12 h. The reaction mixture was diluted with dichloromethane (20 mL), washed with satu... Starting materials: ClC=1C=C(C=CC1F)NC1=NC=NC2=CC(=C(C=C12)N)OCCCN1CCOCC1 (N*4*-(3-Chloro-4-fluoro-phenyl)-7-(3-morpholin-4-yl-propoxy)-quinazoline-4,6-diamine), CCN(C(C)C)C(C)C (DIPEA), N1(CCCCC1)CC=CC(=O)Cl (4-Piperidin-1-yl-but-2-enoyl chloride). The solvent is O1CCCC1 (tetrahydrofuran). Run at temperature 0 celsius, time 2 hour. Yields the product ClC=1C=C(C=CC1F)NC1=NC=NC2=CC(=C(C=C12)NC(C=CCN1CCCCC1)=O)OCCCN1CCOCC1 (4-Piperidin-1-yl-but-2-enoic acid [4-(3-chloro-4-fluoro-phenylamino)-7-(3-morpholin-4-yl-propoxy)-quinazolin-6-yl]-amide). Isolated yield 2.9%. As a reaction SMILES: [Cl:1][C:2]1[CH:3]=[C:4]([NH:9][C:10]2[C:19]3[C:14](=[CH:15][C:16]([O:21][CH2:22][CH2:23][CH2:24][N:25]4[CH2:30][CH2:29][O:28][CH2:27][CH2:26]4)=[C:17]([NH2:20])[CH:18]=3)[N:13]=[CH:12][N:11]=2)[CH:5]=[CH:6][C:7]=1[F:8].CCN(C(C)C)C(C)C.[N:40]1([CH2:46][CH:47]=[CH:48][C:49](Cl)=[O:50])[CH2:45][CH2:44][CH2:43][CH2:42][CH2:41]1>O1CCCC1>[Cl:1][C:2]1[CH:3]=[C:4]([NH:9][C:10]2[C:19]3[C:14](=[CH:15][C:16]([O:21][CH2:22][CH2:23][CH2:24][N:25]4[CH2:26][CH2:27][O:28][CH2:29][CH2:30]4)=[C:17]([NH:20][C:49](=[O:50])[CH:48]=[CH:47][CH2:46][N:40]4[CH2:45][CH2:44][CH2:43][CH2:42][CH2:41]4)[CH:18]=3)[N:13]=[CH:12][N:11]=2)[CH:5]=[CH:6][C:7]=1[F:8]. Procedure: N*4*-(3-Chloro-4-fluoro-phenyl)-7-(3-morpholin-4-yl-propoxy)-quinazoline-4,6-diamine (510 mg, 1.18 mmol) and DIPEA (620 μL, 3.55 mmol) were combined in tetrahydrofuran (10 mL) and cooled to 0° C. 4-Piperidin-1-yl-but-2-enoyl chloride (278 mg, 1.48 mmol) was added and the reaction stirred at 0° C. for 2 hours. The mixture was quenched with ethyl acetate, dried with MgSO4 and concentrated. The residue was purified using chromatography on silica eluting with 15%-20% MeOH in CH2Cl2 to yield the desi... The reactants are COC1=CC=C(CN2N=CC3=C2N=CC=2CC(CCC32)NC(C3=CC=CC=C3)=O)C=C1 (N-[3-(4-methoxy-benzyl)-6,7,8,9-tetrahydro-3H-pyrazolo[3,4-c]isoquinolin-7-yl]-benzamide), FC(C(=O)O)(F)F (trifluoroacetic acid). The solvent is C1(=CC=CC=C1)C (toluene). Reaction conditions: temperature 65 celsius. Product: C1=NNC=2N=CC=3CC(CCC3C21)NC(C2=CC=CC=C2)=O (N-(6,7,8,9-tetrahydro-3H-pyrazolo[3,4-c]isoquinolin-7-yl)benzamide). Yield: 24.4%. As a reaction SMILES: COC1C=CC(C[N:8]2[C:12]3[N:13]=[CH:14][C:15]4[CH2:16][CH:17]([NH:21][C:22](=[O:29])[C:23]5[CH:28]=[CH:27][CH:26]=[CH:25][CH:24]=5)[CH2:18][CH2:19][C:20]=4[C:11]=3[CH:10]=[N:9]2)=CC=1.FC(F)(F)C(O)=O>C1(C)C=CC=CC=1>[CH:10]1[C:11]2[C:20]3[CH2:19][CH2:18][CH:17]([NH:21][C:22](=[O:29])[C:23]4[CH:28]=[CH:27][CH:26]=[CH:25][CH:24]=4)[CH2:16][C:15]=3[CH:14]=[N:13][C:12]=2[NH:8][N:9]=1. Procedure: To N-[3-(4-methoxy-benzyl)-6,7,8,9-tetrahydro-3H-pyrazolo[3,4-c]isoquinolin-7-yl]-benzamide (0.084 g, 0.21 mmol) was added trifluoroacetic acid (2 mL). The reaction mixture was heated at 65° C. for 16 hours. On completion of the reaction, toluene (5 mL) was added and the solvent removed under reduced pressure. The crude product was purified using reverse phase HPLC to give the desired product, N-(6,7,8,9-tetrahydro-3H-pyrazolo[3,4-c]isoquinolin-7-yl)benzamide as a white solid (0.015 g, 25%). M.p...